This data is from the Open Reaction Database (ORD), a public repository of structured organic reaction records. The task is: describe an organic reaction: reactants, conditions, products, and yield The reactants are FC1=C(C=CC(=C1)F)[C@]1(OC1)[C@H](C)O ((1S)-1-[(2R)-2-(2,4-difluorophenyl)-2-oxiranyl-] ethanol), ClC1=CC=C(C=C1)N1N=CNC1=O (2-(4-chlorophenyl)-3(2H,4H)-1,2,4-triazolone), ClC1=CC=C(C=C1)N1N=CN(C1=O)[C@@H]([C@]1(CO1)C1=C(C=C(C=C1)F)F)C (2-(4-chlorophenyl)-4-[(1R,2S)-2-(2,4-difluorophenyl)-2,3-epoxy-1-methylpropyl]-3(2H,4H)-1,2,4-triazolone). The product is ClC1=CC=C(C=C1)N1N=CN=C1O[C@H](C)[C@@]1(OC1)C1=C(C=C(C=C1)F)F ((2R)-2-[(1R)-1-[1-(4-chlorophenyl)-1H-1,2,4-triazol-5-yloxy]ethyl]-2-(2,4-difluorophenyl)oxirane). The yield is 19.1%. Reaction SMILES: [F:1][C:2]1[CH:7]=[C:6]([F:8])[CH:5]=[CH:4][C:3]=1[C@:9]1([C@@H:12]([OH:14])[CH3:13])[CH2:11][O:10]1.[Cl:15][C:16]1[CH:21]=[CH:20][C:19]([N:22]2[C:26](=O)[NH:25][CH:24]=[N:23]2)=[CH:18][CH:17]=1.ClC1C=CC(N2C(=O)N([C@H](C)[C@]3(C4C=CC(F)=CC=4F)OC3)C=N2)=CC=1>>[Cl:15][C:16]1[CH:17]=[CH:18][C:19]([N:22]2[C:26]([O:14][C@@H:12]([C@@:9]3([C:3]4[CH:4]=[CH:5][C:6]([F:8])=[CH:7][C:2]=4[F:1])[CH2:11][O:10]3)[CH3:13])=[N:25][CH:24]=[N:23]2)=[CH:20][CH:21]=1. Reported procedure: In the same manner as in Reference Example 5, starting from 1.34 g of (1S)-1-[(2R)-2-(2,4-difluorophenyl)-2-oxiranyl-] ethanol and 1.15 g of 2-(4-chlorophenyl)-3(2H,4H)-1,2,4-triazolone, 2-(4-chlorophenyl)-4-[(1R,2S)-2-(2,4-difluorophenyl)-2,3-epoxy-1-methylpropyl]-3(2H,4H)-1,2,4-triazolone (519 mg) and 424 mg of (2R)-2-[(1R)-1-[1-(4-chlorophenyl)-1H-1,2,4-triazol-5-yloxy]ethyl]-2-(2,4-difluorophenyl)oxirane were obtained. Reactants: ClC1=CC(=NC(=C1)N)N (4-chloropyridine-2,6-diamine), [H-].[Na+] (NaH), CN(C)C=O (DMF), BrC=1C=2N(N=C(C1)Cl)C(=CN2)C(=O)NC2=C(C=NC=C2)F (8-bromo-6-chloro-N-(3-fluoropyridin-4-yl)imidazo[1,2-b]pyridazine-3-carboxamide). The solvent is C1CCOC1 (THF), O (Water). Run at time 10 minute. Yields the product NC1=CC(=CC(=N1)NC=1C=2N(N=C(C1)Cl)C(=CN2)C(=O)NC2=C(C=NC=C2)F)Cl (8-(6-amino-4-chloropyridin-2-ylamino)-6-chloro-N-(3-fluoropyridin-4-yl)imidazo[1,2-b]pyridazine-3-carboxamide). The yield is 78.8%. RXN SMILES: [Cl:1][C:2]1[CH:7]=[C:6]([NH2:8])[N:5]=[C:4]([NH2:9])[CH:3]=1.[H-].[Na+].Br[C:13]1[C:14]2[N:15]([C:20]([C:23]([NH:25][C:26]3[CH:31]=[CH:30][N:29]=[CH:28][C:27]=3[F:32])=[O:24])=[CH:21][N:22]=2)[N:16]=[C:17]([Cl:19])[CH:18]=1.CN(C=O)C>C1COCC1.O>[NH2:8][C:6]1[N:5]=[C:4]([NH:9][C:13]2[C:14]3[N:15]([C:20]([C:23]([NH:25][C:26]4[CH:31]=[CH:30][N:29]=[CH:28][C:27]=4[F:32])=[O:24])=[CH:21][N:22]=3)[N:16]=[C:17]([Cl:19])[CH:18]=2)[CH:3]=[C:2]([Cl:1])[CH:7]=1 |f:1.2|. Procedure details: To a solution of 4-chloropyridine-2,6-diamine (35.2 mg, 0.245 mmol) in THF (0.5 mL) was added 60% NaH (12.26 mg, 0.307 mmol). The mixture was stirred for 10 min. 5A (40 mg, 0.123 mmol) was added, followed by DMF (0.5 mL). The mixture was stirred at room temperature for 1 h. Water was added and the precipitated solid was collected by filtration, and dried to give crude 40A (42 mg, 59%). HPLC Rt=3.131 min (Chromolith SpeedROD 4.6×50 mm, 10-90% aqueous methanol containing 0.1% TFA, 4 min gradient, ... Reactants: FC=1C(=CC2=C(NC(=N2)S)C1)N1CCN(CC1)C (6-fluoro-5-(4-methylpiperazin-1-yl)-2-mercapto-1H-benzimidazole), [K+].[Br-] (KBr), Cl.CC=1C(=NC=CC1OCC(F)(F)F)CCl (3-methyl-4-(2,2,2-trifluoroethoxy)-2-chloromethylpyridine hydrochloride), [OH-].[Na+] (sodium hydroxide). Solvent: C(C)O (ethanol). The product is CC=1C(=NC=CC1OCC(F)(F)F)CSC1=NC2=C(N1)C=C(C(=C2)N2CCN(CC2)C)F (2-[[3-Methyl-4-(2,2,2-trifluoroethoxy)pyridin-2-yl]methylthio]-6-fluoro-5-(4-methylpiperazin-1-yl)-1H-benzimidazole). Yield: 63.0%. As a reaction SMILES: [F:1][C:2]1[C:3]([N:12]2[CH2:17][CH2:16][N:15]([CH3:18])[CH2:14][CH2:13]2)=[CH:4][C:5]2[N:9]=[C:8]([SH:10])[NH:7][C:6]=2[CH:11]=1.Cl.[CH3:20][C:21]1[C:22]([CH2:33]Cl)=[N:23][CH:24]=[CH:25][C:26]=1[O:27][CH2:28][C:29]([F:32])([F:31])[F:30].[OH-].[Na+].[K+].[Br-]>C(O)C>[CH3:20][C:21]1[C:22]([CH2:33][S:10][C:8]2[NH:7][C:6]3[CH:11]=[C:2]([F:1])[C:3]([N:12]4[CH2:17][CH2:16][N:15]([CH3:18])[CH2:14][CH2:13]4)=[CH:4][C:5]=3[N:9]=2)=[N:23][CH:24]=[CH:25][C:26]=1[O:27][CH2:28][C:29]([F:32])([F:30])[F:31] |f:1.2,3.4,5.6|. Reported procedure: The title compound (1.48 g, 64%) was prepared by the general procedure using 6-fluoro-5-(4-methylpiperazin-1-yl)-2-mercapto-1H-benzimidazole (1.33 g, 5.0 mmol) (obtained in preparation 4), 3-methyl-4-(2,2,2-trifluoroethoxy)-2-chloromethylpyridine hydrochloride (1.5 g, 5.5 mmol), sodium hydroxide (0.4 g, 10.0 mmol) and ethanol (25 mL). mp 109-110° C.; IR (KBr) 3397, 1584, 1258 cm-1 ; 1H NMR (DMSO-d6) δ 2.38 (s, 3H, CH3), 2.80 (s, 3H, CH3), 3.12 (m, 4H, N(CH2)2), 3.40 (m, 4H, N(CH2)2), 4.48 (q, J=... Starting materials: CCOCC, ClCCl, CN1c2ccccc2C(C)(C)C12C=Nc1c(c(CO)cc3ccccc13)O2. The product is CN1c2ccccc2C(C)(C)C12C=Nc1c(c(C=O)cc3ccccc13)O2. As a reaction SMILES: [CH2:28]([O:29][CH2:30][CH3:31])[CH3:32].[Cl:33][CH2:34][Cl:35].[OH:1][CH2:2][c:3]1[cH:4][c:5]2[cH:6][cH:7][cH:8][cH:9][c:10]2[c:11]2[c:12]1[O:13][C:14]1([N:15]([CH3:25])[c:16]3[cH:17][cH:18][cH:19][cH:20][c:21]3[C:22]1([CH3:23])[CH3:24])[CH:26]=[N:27]2>>[O:1]=[CH:2][c:3]1[cH:4][c:5]2[cH:6][cH:7][cH:8][cH:9][c:10]2[c:11]2[c:12]1[O:13][C:14]1([N:15]([CH3:25])[c:16]3[cH:17][cH:18][cH:19][cH:20][c:21]3[C:22]1([CH3:23])[CH3:24])[CH:26]=[N:27]2.